Task: describe an organic reaction: reactants, conditions, products, and yield. Dataset: the Open Reaction Database (ORD), a public repository of structured organic reaction records The reactants are C(C1=CC=CC=C1)OC(=O)C1(CCC1)NC(=O)OC(C)(C)C (1-tert-Butoxycarbonylamino-cyclobutanecarboxylic acid benzyl ester), C(=O)(C(F)(F)F)O (TFA). Solvent: ClCCl (dichloromethane). Run at time 4 hour. Product: C(C1=CC=CC=C1)OC(=O)C1(CCC1)N (1-Amino-cyclobutanecarboxylic acid benzyl ester), (Polystyrylmethyl)trimethylammonium bicarbonate. As a reaction SMILES: [CH2:1]([O:8][C:9]([C:11]1([NH:15]C(OC(C)(C)C)=O)[CH2:14][CH2:13][CH2:12]1)=[O:10])[C:2]1[CH:7]=[CH:6][CH:5]=[CH:4][CH:3]=1.C(O)(C(F)(F)F)=O>ClCCl>[CH2:1]([O:8][C:9]([C:11]1([NH2:15])[CH2:12][CH2:13][CH2:14]1)=[O:10])[C:2]1[CH:7]=[CH:6][CH:5]=[CH:4][CH:3]=1. Reported procedure: To a solution of 2.2 g 1-tert-Butoxycarbonylamino-cyclobutanecarboxylic acid benzyl ester in 20 ml dichloromethane were added 8 ml TFA. After stirring for 4 h the mixture was concentrated and the residue codistilled with toluene. The free amine was obtained by treatment with (Polystyrylmethyl)trimethylammonium bicarbonate in MeCN. Yield: 1.7 g Reactants: ClCCCC(C#N)(C1=CC(=C(C=C1)OC)OC)SC1=CC=C(C=C1)C (α-(3-chloropropyl)-3,4-dimethoxy-α-[(4-methylphenyl)thio]benzeneacetonitrile), C([O-])([O-])=O.[K+].[K+] (potassium carbonate), [I-].[K+] (potassium iodide), Cl.COC=1C=C2CCNCC2=CC1OC (6,7-dimethoxy-1,2,3,4-tetrahydroisoquinoline hydrochloride). Run in CN(C=O)C (dimethyl formamide). Reaction conditions: temperature 95 celsius, time 12 hour. Yields the product COC=1C=C(C=CC1OC)C(C#N)(CCCN1CC2=CC(=C(C=C2CC1)OC)OC)SC1=CC=C(C=C1)C (α-(3,4 -Dimethoxyphenyl)-3,4-dihydro-6,7-dimethoxy-α-[(4-methylphenyl)thio]-2(1H)-isoquinolinepentanenitrile). Reaction SMILES: Cl[CH2:2][CH2:3][CH2:4][C:5]([S:18][C:19]1[CH:24]=[CH:23][C:22]([CH3:25])=[CH:21][CH:20]=1)([C:8]1[CH:13]=[CH:12][C:11]([O:14][CH3:15])=[C:10]([O:16][CH3:17])[CH:9]=1)[C:6]#[N:7].C(=O)([O-])[O-].[K+].[K+].[I-].[K+].Cl.[CH3:35][O:36][C:37]1[CH:38]=[C:39]2[C:44](=[CH:45][C:46]=1[O:47][CH3:48])[CH2:43][NH:42][CH2:41][CH2:40]2>CN(C)C=O>[CH3:17][O:16][C:10]1[CH:9]=[C:8]([C:5]([S:18][C:19]2[CH:24]=[CH:23][C:22]([CH3:25])=[CH:21][CH:20]=2)([CH2:4][CH2:3][CH2:2][N:42]2[CH2:41][CH2:40][C:39]3[C:44](=[CH:45][C:46]([O:47][CH3:48])=[C:37]([O:36][CH3:35])[CH:38]=3)[CH2:43]2)[C:6]#[N:7])[CH:13]=[CH:12][C:11]=1[O:14][CH3:15] |f:1.2.3,4.5,6.7|. Reported procedure: To a solution of 3.20 g of α-(3-chloropropyl)-3,4-dimethoxy-α-[(4-methylphenyl)thio]benzeneacetonitrile in 30 mL of dimethyl formamide, under argon, is added 2.78 g of potassium carbonate, 79.5 mg of potassium iodide, and 1.84 g of 6,7-dimethoxy-1,2,3,4-tetrahydroisoquinoline hydrochloride. The reaction mixture is then heated at 95° C. for 4 hours, then allowed to cool and stir at ambient temperature for 12 hours. The solvent is evaporated from the mixture under vacuum at 45° C. The residue is p... The reactants are S(=O)(=O)(Cl)Cl (sulphuryl chloride), C(C)OP(OCC)(=O)CC1=CC(=C(C(=C1)C(C)(C)C)O)C(C)(C)C (3,5-di-tert. butyl-4-hydroxybenzyl-phosphonic acid diethyl ester), S(=O)=O (sulphur dioxide). Reagents/catalysts: N1=CC=CC=C1 (pyridine). The solvent is C(Cl)(Cl)(Cl)Cl (carbon tetrachloride). Reaction conditions: temperature 0 celsius, time 45 minute. Yields the product C(C)OP(OCC)(=O)CC1=CC(=C(C(=C1)C(C)(C)C)O)Cl (3-chloro-5-tert. butyl-4-hydroxybenzyl-phosphonic acid diethyl ester). As a reaction SMILES: [CH2:1]([O:3][P:4]([CH2:9][C:10]1[CH:15]=[C:14]([C:16]([CH3:19])([CH3:18])[CH3:17])[C:13]([OH:20])=[C:12](C(C)(C)C)[CH:11]=1)(=[O:8])[O:5][CH2:6][CH3:7])[CH3:2].S(Cl)([Cl:28])(=O)=O.S(=O)=O>C(Cl)(Cl)(Cl)Cl.N1C=CC=CC=1>[CH2:1]([O:3][P:4]([CH2:9][C:10]1[CH:15]=[C:14]([C:16]([CH3:19])([CH3:18])[CH3:17])[C:13]([OH:20])=[C:12]([Cl:28])[CH:11]=1)(=[O:8])[O:5][CH2:6][CH3:7])[CH3:2]. Reported procedure: 71.2 g of 3,5-di-tert. butyl-4-hydroxybenzyl-phosphonic acid diethyl ester are dissolved in 200 ml of carbon tetrachloride. After addition of a few drops of pyridine, 40.5 g of sulphuryl chloride are added dropwise, with stirring, at about 0° C in the course of 45 minutes. The reaction mixture is then further stirred for 10 hours at room temperature, in the course of which the formation of sulphur dioxide is observed. After the reaction is terminated, the solvent is removed as far as possible co... Starting materials: compound, ClC1=NC=NC2=CC=C(C=C12)O (4-chloro-6-hydroxy-quinazoline), FC1=C(C=C(C=C1)F)F (1,2,4-trifluorobenzene), NC1=NN(C=C1)C (3-amino-1-methyl-1H-pyrazole). Yields the product FC1=C(OC=2C=C3C(=NC=NC3=CC2)NC2=NN(C=C2)C)C=CC(=C1)F ([6-(2,4-Difluorophenoxy)-quinazolin-4-yl]-(1-methyl-1H-pyrazol-3-yl)-amine). As a reaction SMILES: F[C:2]1[CH:7]=[CH:6][C:5]([F:8])=[CH:4][C:3]=1[F:9].[NH2:10][C:11]1[CH:15]=[CH:14][N:13]([CH3:16])[N:12]=1.Cl[C:18]1[C:27]2[C:22](=[CH:23][CH:24]=[C:25]([OH:28])[CH:26]=2)[N:21]=[CH:20][N:19]=1>>[F:9][C:3]1[CH:4]=[C:5]([F:8])[CH:6]=[CH:7][C:2]=1[O:28][C:25]1[CH:26]=[C:27]2[C:22](=[CH:23][CH:24]=1)[N:21]=[CH:20][N:19]=[C:18]2[NH:10][C:11]1[CH:15]=[CH:14][N:13]([CH3:16])[N:12]=1. Reported procedure: The compound of Example 92 was manufactured by the same method as in Example 95, by a similar method thereto or by a combination of such a method with a conventional method using 1,2,4-trifluorobenzene, 3-amino-1-methyl-1H-pyrazole and 4-chloro-6-hydroxy-quinazoline. The reactants are [H-].C(C(C)C)[Al+]CC(C)C (Diisobutylaluminum hydride), solution, FC1=C(CN2C(C(C(C(=C2C)C(=O)OCC)=O)(Br)C2=C(C(=CC=C2)OC)F)C)C(=CC=C1)F (1-(2,6-difluorobenzyl)-2,6-dimethyl-3-(2-fluoro-3-methoxyphenyl)-3-bromo-5-ethoxycarbonyl-4-pyridone), CC(C)C[AlH]CC(C)C (DIBAL-H), solution, CO (MeOH). Solvent: hexanes, C1CCOC1.C(Cl)Cl (THF DCM), hexanes. Reaction conditions: temperature -78 celsius, time 1 hour. Yields the product FC1=C(CN2C(=C(C(C(=C2C)C=O)=O)C2=C(C(=CC=C2)OC)F)C)C(=CC=C1)F (1-(2,6-Difluorobenzyl)-2,6-dimethyl-3-(2-fluoro-3-methoxyphenyl)-5-formyl-4-pyridone). Reaction SMILES: [H-].C([Al+]CC(C)C)C(C)C.[F:11][C:12]1[CH:42]=[CH:41][CH:40]=[C:39]([F:43])[C:13]=1[CH2:14][N:15]1[C:20]([CH3:21])=[C:19]([C:22](OCC)=[O:23])[C:18](=[O:27])[C:17]([C:29]2[CH:34]=[CH:33][CH:32]=[C:31]([O:35][CH3:36])[C:30]=2[F:37])(Br)[CH:16]1[CH3:38].CC(C[AlH]CC(C)C)C.CO>C1COCC1.C(Cl)Cl>[F:11][C:12]1[CH:42]=[CH:41][CH:40]=[C:39]([F:43])[C:13]=1[CH2:14][N:15]1[C:20]([CH3:21])=[C:19]([CH:22]=[O:23])[C:18](=[O:27])[C:17]([C:29]2[CH:34]=[CH:33][CH:32]=[C:31]([O:35][CH3:36])[C:30]=2[F:37])=[C:16]1[CH3:38] |f:0.1,5.6|. Procedure: Diisobutylaluminum hydride (3.75 mmol, 3.75 ml of a 1.0M solution in hexanes ) was added dropwise to a stirring solution of 1-(2,6-difluorobenzyl)-2,6-dimethyl-3-(2-fluoro-3-methoxyphenyl)-3-bromo-5-ethoxycarbonyl-4-pyridone (1.12 g, 2.5 mmol) in THF/DCM (30 mL/ 12 mL), at −78° C. under N2. A suspension was formed at the end of the addition. After 1 hour, an additional aliquot of DIBAL-H (2.5 mmol, 2.5 mL of a 1.0 M solution in hexanes) was added. The reaction was stirred for 1 hour at −78° C. M... The reactants are CCOC(=O)CCCCCCn1c(C)nc(-c2ccc(F)cc2)c1-c1ccc(F)cc1, CS(C)=O, CCO, CCOC(C)=O, [Na+], [OH-]. The product is Cc1nc(-c2ccc(F)cc2)c(-c2ccc(F)cc2)n1CCCCCCC(=O)O. RXN SMILES: [CH2:1]([CH3:2])[O:3][C:4]([CH2:5][CH2:6][CH2:7][CH2:8][CH2:9][CH2:10][n:11]1[c:12]([CH3:30])[n:13][c:14](-[c:23]2[cH:24][cH:25][c:26]([F:29])[cH:27][cH:28]2)[c:15]1-[c:16]1[cH:17][cH:18][c:19]([F:22])[cH:20][cH:21]1)=[O:31].[CH3:34][S:35]([CH3:36])=[O:37].[CH3:38][CH2:39][OH:40].[CH3:41][CH2:42][O:43][C:44]([CH3:45])=[O:46].[Na+:33].[OH-:32]>>[O:3]=[C:4]([CH2:5][CH2:6][CH2:7][CH2:8][CH2:9][CH2:10][n:11]1[c:12]([CH3:30])[n:13][c:14](-[c:23]2[cH:24][cH:25][c:26]([F:29])[cH:27][cH:28]2)[c:15]1-[c:16]1[cH:17][cH:18][c:19]([F:22])[cH:20][cH:21]1)[OH:31]. Starting materials: C(C)N1C=C(C(C2=CC(=C(C=C12)Cl)F)=O)C(=O)O (1-ethyl-6-fluoro-7-chloro-4-oxo1,4-dihydro-quinoline-3-carboxylic acid), [Si](C)(C)(C(C)(C)C)N1CCNCC1 (1-(t-butyldimethylsilyl) piperazine), O.O.O.[F-].C(CCC)[N+](CCCC)(CCCC)CCCC (tetrabutylammonium fluoride trihydrate). The solvent is N1=CC=CC=C1 (pyridine), N1=CC=CC=C1 (pyridine). Reaction conditions: temperature 60 celsius. Yields the product C(C)N1C=C(C(C2=CC(=C(C=C12)N1CCNCC1)F)=O)C(=O)O (1-Ethyl-6-fluoro-1,4-dihydro-4-oxo-7-(1-piperazinyl)-quinoline-3-carboxylicAcid). The yield is 84.6%. Reaction SMILES: [CH2:1]([N:3]1[C:12]2[C:7](=[CH:8][C:9]([F:14])=[C:10](Cl)[CH:11]=2)[C:6](=[O:15])[C:5]([C:16]([OH:18])=[O:17])=[CH:4]1)[CH3:2].[Si]([N:26]1[CH2:31][CH2:30][NH:29][CH2:28][CH2:27]1)(C(C)(C)C)(C)C.O.O.O.[F-].C([N+](CCCC)(CCCC)CCCC)CCC>N1C=CC=CC=1>[CH2:1]([N:3]1[C:12]2[C:7](=[CH:8][C:9]([F:14])=[C:10]([N:26]3[CH2:31][CH2:30][NH:29][CH2:28][CH2:27]3)[CH:11]=2)[C:6](=[O:15])[C:5]([C:16]([OH:18])=[O:17])=[CH:4]1)[CH3:2] |f:2.3.4.5.6|. Procedure details: 0.5 g (1.85 mmol) of 1-ethyl-6-fluoro-7-chloro-4-oxo1,4-dihydro-quinoline-3-carboxylic acid (II, R1 : ethyl; X: chloro) and 1.1 g (5.5 mmol) of 1-(t-butyldimethylsilyl) piperazine (R2 : hydrogen, R3 and R4 : methyl; R5 : t-butyl) are added to 5 ml of pyridine and then heated at 60° C. A solution of 1.73 g (5.5 mmol) of tetrabutylammonium fluoride trihydrate in 5 ml of pyridine is added dropwise to the reaction mixture. After completion of addition, the reaction mixture is heated at 80° C. for 2 ... The reactants are [Sn](Cl)Cl (tin(II) chloride), BrC=1C=CC2=C(SC(=C2C(=O)OCC)NC2=C(C=CC(=C2)F)[N+](=O)[O-])C1 (ethyl 6-bromo-2-(5-fluoro-2-nitroanilino)benzo[b]thiophene-3-carboxylate), Cl (hydrochloric acid). Solvent: C(C)O (ethanol). Yields the product dihydrate, BrC=1C=CC2=C(SC(=C2C(=O)OCC)NC2=C(C=CC(=C2)F)N)C1 (ethyl 6-bromo-2-(2-amino-5-fluoroanilino)benzo[b]thiophene-3-carboxylate). Yield: 40.8%. RXN SMILES: [Br:1][C:2]1[CH:3]=[CH:4][C:5]2[C:9]([C:10]([O:12][CH2:13][CH3:14])=[O:11])=[C:8]([NH:15][C:16]3[CH:21]=[C:20]([F:22])[CH:19]=[CH:18][C:17]=3[N+:23]([O-])=O)[S:7][C:6]=2[CH:26]=1.Cl.[Sn](Cl)Cl>C(O)C>[Br:1][C:2]1[CH:3]=[CH:4][C:5]2[C:9]([C:10]([O:12][CH2:13][CH3:14])=[O:11])=[C:8]([NH:15][C:16]3[CH:21]=[C:20]([F:22])[CH:19]=[CH:18][C:17]=3[NH2:23])[S:7][C:6]=2[CH:26]=1. Procedure: In the same manner as in Starting Material Synthesis Example 21 and using ethyl 6-bromo-2-(5-fluoro-2-nitroanilino)benzo[b]thiophene-3-carboxylate (10 g), ethanol (80 ml), 18% hydrochloric acid (80 ml) and tin(II) chloride.dihydrate (20.6 g), ethyl 6-bromo-2-(2-amino-5-fluoroanilino)benzo[b]thiophene-3-carboxylate (3.8 g) was obtained.